This data is from the Open Reaction Database (ORD), a public repository of structured organic reaction records. The task is: describe an organic reaction: reactants, conditions, products, and yield The reactants are CCOC(=O)C(=O)C(=O)C(CC(C)C)C(=O)OCC, CCOC(C)=O, CS(C)=O, [Cl-], [K+], [K+], [K+], [Na+], O=CC(O)C(O)C(O)C(O)CO, OCC(O)CO, O=P([O-])([O-])[O-]. The product is CCOC(=O)CC(=O)C(CC(C)C)C(=O)OCC. As a reaction SMILES: [CH2:23]([CH3:24])[O:25][C:26]([CH:27]([C:28]([C:29]([C:30](=[O:31])[O:32][CH2:33][CH3:34])=[O:35])=[O:36])[CH2:37][CH:38]([CH3:39])[CH3:40])=[O:41].[CH3:42][CH2:43][O:44][C:45](=[O:46])[CH3:47].[CH3:54][S:55]([CH3:56])=[O:57].[Cl-:9].[K+:6].[K+:7].[K+:8].[Na+:10].[O:11]=[CH:12][CH:13]([CH:14]([CH:15]([CH:16]([CH2:17][OH:18])[OH:19])[OH:20])[OH:21])[OH:22].[OH:48][CH2:49][CH:50]([CH2:51][OH:52])[OH:53].[P:1]([O-:2])([O-:3])([O-:4])=[O:5]>>[CH2:23]([CH3:24])[O:25][C:26]([CH:27]([C:28]([CH2:29][C:30](=[O:31])[O:32][CH2:33][CH3:34])=[O:36])[CH2:37][CH:38]([CH3:39])[CH3:40])=[O:41].